From a dataset of the Open Reaction Database (ORD), a public repository of structured organic reaction records. describe an organic reaction: reactants, conditions, products, and yield The reactants are CCCCCCO, CNC(=O)Oc1cccc(C(C)C)c1, C1CCOC1, O=S(Cl)Cl, c1ccncc1. Product: CCCCCCOS(=O)N(C)C(=O)Oc1cccc(C(C)C)c1. RXN SMILES: [CH2:25]([CH2:26][CH2:27][CH2:28][CH2:29][CH3:30])[OH:31].[CH3:1][NH:2][C:3]([O:4][c:5]1[cH:6][c:7]([CH:11]([CH3:12])[CH3:13])[cH:8][cH:9][cH:10]1)=[O:14].[O:32]1[CH2:33][CH2:34][CH2:35][CH2:36]1.[S:21](=[O:22])([Cl:23])[Cl:24].[cH:15]1[cH:16][cH:17][n:18][cH:19][cH:20]1>>[CH3:1][N:2]([C:3]([O:4][c:5]1[cH:6][c:7]([CH:11]([CH3:12])[CH3:13])[cH:8][cH:9][cH:10]1)=[O:14])[S:21](=[O:22])[O:31][CH2:25][CH2:26][CH2:27][CH2:28][CH2:29][CH3:30]. Starting materials: [H-].[Na+] (NaH), CC1(OB(OC1(C)C)C=1C=NNC1)C (4-(4,4,5,5-Tetramethyl-[1,3,2]dioxaborolan-2-yl)-1H-pyrazole), C(C)(C)(C)OC(=O)N1CC(C1)OS(=O)(=O)C (3-Methanesulfonyloxy-azetidine-1-carboxylic acid tert-butyl ester). Run in CN(C)C=O (DMF), CN(C)C=O (DMF). Conditions: temperature 0 celsius, time 1 hour. The product is C(C)(C)(C)OC(=O)N1CC(C1)N1N=CC(=C1)B1OC(C(O1)(C)C)(C)C (3-[4-(4,4,5,5-Tetramethyl-[1,3,2]dioxaborolan-2-yl)-pyrazol-1-yl]-azetidine-1-carboxylic acid tert-butyl ester). RXN SMILES: [H-].[Na+].[CH3:3][C:4]1([CH3:16])[C:8]([CH3:10])([CH3:9])[O:7][B:6]([C:11]2[CH:12]=[N:13][NH:14][CH:15]=2)[O:5]1.[C:17]([O:21][C:22]([N:24]1[CH2:27][CH:26](OS(C)(=O)=O)[CH2:25]1)=[O:23])([CH3:20])([CH3:19])[CH3:18]>CN(C=O)C>[C:17]([O:21][C:22]([N:24]1[CH2:27][CH:26]([N:14]2[CH:15]=[C:11]([B:6]3[O:7][C:8]([CH3:9])([CH3:10])[C:4]([CH3:16])([CH3:3])[O:5]3)[CH:12]=[N:13]2)[CH2:25]1)=[O:23])([CH3:20])([CH3:18])[CH3:19] |f:0.1|. Reported procedure: NaH (60% in mineral oil, 222 mg, 5.6 mmol) is added portionwise to a stirred solution of 4-(4,4,5,5-Tetramethyl-[1,3,2]dioxaborolan-2-yl)-1H-pyrazole (1.10 g, 5.56 mmol) in DMF (20 ml). The resulting mixture is stirred for 1 h at 0° C. and then allowed to warn to RT. A solution of 3-Methanesulfonyloxy-azetidine-1-carboxylic acid tert-butyl ester (as obtained in preparation 80, 1.39 g, 5.56 mmol) in DMF (3 ml) is then added dropwise. After complete addition, the reaction mixture is heated at 95° ... The reactants are COC(=O)COc1cc(C)c(S(=O)(=O)c2c(OC)ccc3nc(SCc4ncc(C)c(OC)c4C)[nH]c23)c(C)c1, CCOC(C)=O, C1CCOC1, O=C(OO)c1cccc(Cl)c1. The product is COC(=O)COc1cc(C)c(S(=O)(=O)c2c(OC)ccc3nc(S(=O)Cc4ncc(C)c(OC)c4C)[nH]c23)c(C)c1. Reaction SMILES: [CH3:1][O:2][c:3]1[c:4]([S:24](=[O:25])(=[O:26])[c:27]2[c:28]([CH3:40])[cH:29][c:30]([O:31][CH2:32][C:33](=[O:34])[O:35][CH3:36])[cH:37][c:38]2[CH3:39])[c:5]2[c:6]([n:7][c:8]([S:10][CH2:11][c:12]3[n:13][cH:14][c:15]([CH3:21])[c:16]([O:19][CH3:20])[c:17]3[CH3:18])[nH:9]2)[cH:22][cH:23]1.[CH3:57][CH2:58][O:59][C:60](=[O:61])[CH3:62].[O:52]1[CH2:53][CH2:54][CH2:55][CH2:56]1.[OH:41][O:42][C:43]([c:44]1[cH:45][c:46]([Cl:47])[cH:48][cH:49][cH:50]1)=[O:51]>>[CH3:1][O:2][c:3]1[c:4]([S:24](=[O:25])(=[O:26])[c:27]2[c:28]([CH3:40])[cH:29][c:30]([O:31][CH2:32][C:33](=[O:34])[O:35][CH3:36])[cH:37][c:38]2[CH3:39])[c:5]2[c:6]([n:7][c:8]([S:10]([CH2:11][c:12]3[n:13][cH:14][c:15]([CH3:21])[c:16]([O:19][CH3:20])[c:17]3[CH3:18])=[O:41])[nH:9]2)[cH:22][cH:23]1. Starting materials: II (Iodine), C(C)(C)[N-]C(C)C.[Li+] (lithium diisopropylamide), ClC1=NC=CC=C1F (2-chloro-3-fluoropyridine). The solvent is O1CCCC1 (tetrahydrofuran), O1CCCC1 (tetrahydrofuran), O1CCCC1 (tetrahydrofuran). Run at temperature -78 celsius, time 2 hour. The product is ClC1=NC=CC(=C1F)I (2-chloro-3-fluoro-4-iodopyridine). The yield is 105.3%. RXN SMILES: C([N-]C(C)C)(C)C.[Li+].[Cl:9][C:10]1[C:15]([F:16])=[CH:14][CH:13]=[CH:12][N:11]=1.[I:17]I>O1CCCC1>[Cl:9][C:10]1[C:15]([F:16])=[C:14]([I:17])[CH:13]=[CH:12][N:11]=1 |f:0.1|. Procedure: In an oven-dried flask, to a solution of 2.0 M of lithium diisopropylamide in tetrahydrofuran (6.0 mL) in tetrahydrofuran (30 mL, 400 mmol) at −78° C. was added 2-chloro-3-fluoropyridine (1.000 mL, 10.06 mmol). The resulting mixture was stirred at −78° C. for 2 hours. Iodine (3.899 g, 15.36 mmol) was then added as a solution in 5 mL tetrahydrofuran and the reaction was maintained −78° C. for an additional 2.5 hours. The reaction was then quenched with saturated aqueous NH4Cl and warmed to room t... Starting materials: CC(=O)Nc1ccc(Sc2nc(Nc3cc(C)n[nH]3)c3ccc([N+](=O)[O-])cc3n2)cc1, CS(C)=O. Reaction SMILES: [C:1]([CH3:2])(=[O:3])[NH:4][c:5]1[cH:6][cH:7][c:8]([S:11][c:12]2[n:13][c:14]3[cH:15][c:16]([N+:29]([O-:30])=[O:31])[cH:17][cH:18][c:19]3[c:20]([NH:22][c:23]3[nH:24][n:25][c:26]([CH3:28])[cH:27]3)[n:21]2)[cH:9][cH:10]1.[CH3:32][S:33]([CH3:34])=[O:35]>>[C:1]([CH3:2])(=[O:3])[NH:4][c:5]1[cH:6][cH:7][c:8]([S:11][c:12]2[n:13][c:14]3[cH:15][c:16]([NH2:29])[cH:17][cH:18][c:19]3[c:20]([NH:22][c:23]3[nH:24][n:25][c:26]([CH3:28])[cH:27]3)[n:21]2)[cH:9][cH:10]1. Product: CC(=O)Nc1ccc(Sc2nc(Nc3cc(C)n[nH]3)c3ccc(N)cc3n2)cc1.